This data is from the Open Reaction Database (ORD), a public repository of structured organic reaction records. The task is: describe an organic reaction: reactants, conditions, products, and yield The reactants are N[C@H](CC1=CNC2=CC=CC=C12)CO (D-Tryptophanol), N1C=NC=C1 (imidazole), [Si](C)(C)(C(C)(C)C)Cl (tert-butyldimethylsilyl chloride). Solvent: C(Cl)Cl (DCM), C1CCOC1 (THF), C(Cl)Cl (DCM). Product: [Si](C)(C)(C(C)(C)C)OC[C@@H](CC1=CNC2=CC=CC=C12)N ((R)-1-(tert-butyldimethylsilyloxy)-3-(1H-indol-3-yl)propan-2-amine). As a reaction SMILES: [NH2:1][C@@H:2]([CH2:13][OH:14])[CH2:3][C:4]1[C:12]2[C:7](=[CH:8][CH:9]=[CH:10][CH:11]=2)[NH:6][CH:5]=1.N1C=CN=C1.[Si:20](Cl)([C:23]([CH3:26])([CH3:25])[CH3:24])([CH3:22])[CH3:21]>C(Cl)Cl.C1COCC1>[Si:20]([O:14][CH2:13][C@H:2]([NH2:1])[CH2:3][C:4]1[C:12]2[C:7](=[CH:8][CH:9]=[CH:10][CH:11]=2)[NH:6][CH:5]=1)([C:23]([CH3:26])([CH3:25])[CH3:24])([CH3:22])[CH3:21]. Procedure details: To a solution of D-Tryptophanol (1.024 g) and imidazole (403 mg) in DCM (40 ml) and THF (8 ml) was added a solution of tert-butyldimethylsilyl chloride (0.852 g) in DCM (5 ml) dropwise. The reaction was allowed to warm to room temperature overnight. The reaction mixture was quenched with a saturated aqueous NaHCO3 solution and the reaction mixture was extracted with dichloromethane. The aqueous phase was washed with dichloromethane and the combined organic layers were washed with brine, dried (M...